This data is from the Open Reaction Database (ORD), a public repository of structured organic reaction records. The task is: describe an organic reaction: reactants, conditions, products, and yield The reactants are C[O-], CO, Cn1nnnc1-c1cn(C)c2cc(F)ccc2c1=O, [Na+], O. Product: COc1ccc2c(=O)c(-c3nnnn3C)cn(C)c2c1. Reaction SMILES: [CH3:1][O-:2].[CH3:23][OH:24].[F:4][c:5]1[cH:6][cH:7][c:8]2[c:9](=[O:22])[c:10](-[c:16]3[n:17][n:18][n:19][n:20]3[CH3:21])[cH:11][n:12]([CH3:15])[c:13]2[cH:14]1.[Na+:3].[OH2:25]>>[CH3:1][O:2][c:5]1[cH:6][cH:7][c:8]2[c:9](=[O:22])[c:10](-[c:16]3[n:17][n:18][n:19][n:20]3[CH3:21])[cH:11][n:12]([CH3:15])[c:13]2[cH:14]1. Reactants: CC1=C(C(=CC(=C1)C)C)S(=O)(=O)[O-].N[N+]1=C(C(=CC(=C1)Cl)OCOCC[Si](C)(C)C)C#CC (1-amino-5-chloro-2-(prop-1-yn-1-yl)-3-((2-(trimethylsilyl)ethoxy)methoxy)pyridin-1-ium 2,4,6-trimethylbenzenesulfonate). The solvent is CC(=O)O (AcOH). Conditions: time 8 hour. Product: ClC=1C=C(C=2N(C1)N=C(C2)C)O (6-chloro-2-methylpyrazolo[1,5-a]pyridin-4-ol). RXN SMILES: CC1C=C(C)C=C(C)C=1S([O-])(=O)=O.[NH2:14][N+:15]1[CH:20]=[C:19]([Cl:21])[CH:18]=[C:17]([O:22]COCC[Si](C)(C)C)[C:16]=1[C:31]#[C:32][CH3:33]>CC(O)=O>[Cl:21][C:19]1[CH:18]=[C:17]([OH:22])[C:16]2[N:15]([N:14]=[C:32]([CH3:33])[CH:31]=2)[CH:20]=1 |f:0.1|. Reported procedure: AcOH (5 mL) was added to 1-amino-5-chloro-2-(prop-1-yn-1-yl)-3-((2-(trimethylsilyl)ethoxy)methoxy)pyridin-1-ium 2,4,6-trimethylbenzenesulfonate. After stirring overnight, the AcOH was removed under vaco., the residue was treated with 2 M solution of LiOH (5 mL) at rt., and extracted with ethyl acetate. Combined organics were washed with brine, dried, filtered, and concentrated under reduced pressure. The resulting residue was purified by silica gel column chromatography to provide of 6-chloro-2-...